Dataset: the Open Reaction Database (ORD), a public repository of structured organic reaction records. Task: describe an organic reaction: reactants, conditions, products, and yield Starting materials: 1-oxo-2,3-diphenyl-7-[bromo(2-quinoxylinyl)methylidene]-7H-indolizine, C1(=CC=CC=C1)C=1C(C1C1=CC=CC=C1)=O (2,3-diphenyl cyclopropenone), BrC(C1=NC2=CC=CC=C2N=C1)(Br)Br (2-tribromomethylquinoxaline), N1=CC=CC=C1 (pyridine), C1CCCCC1 (cyclohexane). Yields the product O=C1C(=C(C2=CC(C=CN12)=C(C1=NC2=CC=CC=C2N=C1)Br)C1=CC=CC=C1)C1=CC=CC=C1 (3-oxo-1,2-diphenyl-7-[1-bromo-1-(2-quinoxalinyl)methylidene]-7H-indolizine). Reaction SMILES: [C:1]1([C:7]2[C:8](=[O:16])[C:9]=2[C:10]2[CH:15]=[CH:14][CH:13]=[CH:12][CH:11]=2)[CH:6]=[CH:5][CH:4]=[CH:3][CH:2]=1.Br[C:18]([Br:30])(Br)[C:19]1[CH:28]=[N:27][C:26]2[C:21](=[CH:22][CH:23]=[CH:24][CH:25]=2)[N:20]=1.C1CCCCC1.[N:37]1[CH:42]=[CH:41][CH:40]=[CH:39][CH:38]=1>>[O:16]=[C:8]1[N:37]2[C:38](=[CH:39][C:40](=[C:18]([Br:30])[C:19]3[CH:28]=[N:27][C:26]4[C:21](=[CH:22][CH:23]=[CH:24][CH:25]=4)[N:20]=3)[CH:41]=[CH:42]2)[C:9]([C:10]2[CH:11]=[CH:12][CH:13]=[CH:14][CH:15]=2)=[C:7]1[C:1]1[CH:2]=[CH:3][CH:4]=[CH:5][CH:6]=1. Reported procedure: A solution of one equivalent of 2,3-diphenyl cyclopropenone and two equivalents of 2-tribromomethylquinoxaline in pyridine were heated on a steam bath for five minutes, flooded with cyclohexane and filtered to furnish the crude dye. Chromatography on silica gel furnished a purified sample, λmax =500 nm. A minor product of the reaction obtainedfrom the chromatography was 1-oxo-2,3-diphenyl-7-[bromo(2-quinoxylinyl)methylidene]-7H-indolizine, λmax =600 nm. The reactants are Cc1ccc(C(=O)NC2CC2)cc1NC(=O)c1cc(F)ccc1[N+](=O)[O-], OC1CNC1. Yields the product Cc1ccc(C(=O)NC2CC2)cc1NC(=O)c1cc(N2CC(O)C2)ccc1[N+](=O)[O-]. RXN SMILES: [CH:6]1([NH:9][C:10](=[O:11])[c:12]2[cH:13][cH:14][c:15]([CH3:31])[c:16]([NH:18][C:19]([c:20]3[c:21]([N+:27](=[O:28])[O-:29])[cH:22][cH:23][c:24]([F:26])[cH:25]3)=[O:30])[cH:17]2)[CH2:7][CH2:8]1.[OH:1][CH:2]1[CH2:3][NH:4][CH2:5]1>>[OH:1][CH:2]1[CH2:3][N:4]([c:24]2[cH:23][cH:22][c:21]([N+:27](=[O:28])[O-:29])[c:20]([C:19]([NH:18][c:16]3[c:15]([CH3:31])[cH:14][cH:13][c:12]([C:10]([NH:9][CH:6]4[CH2:7][CH2:8]4)=[O:11])[cH:17]3)=[O:30])[cH:25]2)[CH2:5]1.